This data is from the Open Reaction Database (ORD), a public repository of structured organic reaction records. The task is: describe an organic reaction: reactants, conditions, products, and yield Reactants: CC(=O)OCC1=C2C=CC=CC2=C(C3=CC=CC=C31)COC(=O)C (acetic), C(C)OC(=O)C1=CC=CC2=C1C(N(CC(N2)=O)C)=O (6-Ethoxycarbonyl-3,4-dihydro-4-methyl-2H-1,4-benzodiazepine-2,5(1H)-dione), K-t-butoxide, K-t-butoxide, C(C)OC(C[N+]#[C-])=O (isocyano-acetic acid ethylester). The solvent is CN(C=O)C (dimethylformamide), CN(C=O)C (DMF). Reaction conditions: temperature -20 celsius. The product is CN1CC=2N(C=3C(C1=O)=C(C=CC3)C(=O)OCC)C=NC2C(=O)OCC (Diethyl 5,6-dihydro-5-methyl-6-oxo-4H-imidazo(1,5-a)(1,4)benzodiazepine-3,7-dicarboxylate). Reaction SMILES: [CH2:1]([O:3][C:4]([C:6]1[C:11]2[C:12](=[O:19])[N:13]([CH3:18])[CH2:14][C:15](=O)[NH:16][C:10]=2[CH:9]=[CH:8][CH:7]=1)=[O:5])[CH3:2].[CH2:20]([O:22][C:23](=[O:27])[CH2:24][N+:25]#[C-:26])[CH3:21].CC(OCC1C2C(=CC=CC=2)C(COC(C)=O)=C2C=1C=CC=C2)=O>CN(C)C=O>[CH3:18][N:13]1[C:12](=[O:19])[C:11]2=[C:6]([C:4]([O:3][CH2:1][CH3:2])=[O:5])[CH:7]=[CH:8][CH:9]=[C:10]2[N:16]2[CH:26]=[N:25][C:24]([C:23]([O:22][CH2:20][CH3:21])=[O:27])=[C:15]2[CH2:14]1. Reported procedure: 6-Ethoxycarbonyl-3,4-dihydro-4-methyl-2H-1,4-benzodiazepine-2,5(1H)-dione (10 mmol) was dissolved in 25 ml dry dimethylformamide (DMF). While stirring, K-t-butoxide (12 mmol) was added and the mixture was thereafter cooled to -20° C. A -30° C. cold solution of K-t-butoxide (12 mmol) in dry DMF (15 ml) was charged with isocyano-acetic acid ethylester (12 mmol). This solution was added to the above mentioned solution, and the combined solution was stirred at room temperature for 2 hours. 2 ml of a... Starting materials: COCCOc1ccccc1S(=O)(=O)N=C=O, COc1cc(Cl)nc(N)n1, C1COCCO1. Yields the product COCCOc1ccccc1S(=O)(=O)NC(=O)Nc1nc(Cl)cc(OC)n1. As a reaction SMILES: [CH3:1][O:2][CH2:3][CH2:4][O:5][c:6]1[c:7]([S:12](=[O:13])(=[O:14])[N:15]=[C:16]=[O:17])[cH:8][cH:9][cH:10][cH:11]1.[NH2:18][c:19]1[n:20][c:21]([O:26][CH3:27])[cH:22][c:23]([Cl:25])[n:24]1.[O:28]1[CH2:29][CH2:30][O:31][CH2:32][CH2:33]1>>[CH3:1][O:2][CH2:3][CH2:4][O:5][c:6]1[c:7]([S:12](=[O:13])(=[O:14])[NH:15][C:16](=[O:17])[NH:18][c:19]2[n:20][c:21]([O:26][CH3:27])[cH:22][c:23]([Cl:25])[n:24]2)[cH:8][cH:9][cH:10][cH:11]1. Starting materials: NC1=CC=C2C(=N1)C(=CN2)C=2CCN(CC2)CCC2=CC=CC=C2 (5-amino-3-(1-(2-phenyleth-1-yl)-1,2,3,6-tetrahydropyridin-4-yl)pyrrolo[3,2-b]pyridine), N1=CC=C(C=C1)C(=O)Cl (4-pyridinecarbonyl chloride). Product: N1=CC=C(C=C1)C(=O)NC1=CC=C2C(=N1)C(=CN2)C=2CCN(CC2)CCC2=CC=CC=C2 (5-(N-[4-pyridinecarbonyl]amino)-3-(1-(2-phenyleth-1-yl)-1,2,3,6-tetrahydropyridin-4-yl)pyrrolo[3,2-b]pyridine). Reaction SMILES: [NH2:1][C:2]1[N:7]=[C:6]2[C:8]([C:11]3[CH2:12][CH2:13][N:14]([CH2:17][CH2:18][C:19]4[CH:24]=[CH:23][CH:22]=[CH:21][CH:20]=4)[CH2:15][CH:16]=3)=[CH:9][NH:10][C:5]2=[CH:4][CH:3]=1.[N:25]1[CH:30]=[CH:29][C:28]([C:31](Cl)=[O:32])=[CH:27][CH:26]=1>>[N:25]1[CH:30]=[CH:29][C:28]([C:31]([NH:1][C:2]2[N:7]=[C:6]3[C:8]([C:11]4[CH2:12][CH2:13][N:14]([CH2:17][CH2:18][C:19]5[CH:20]=[CH:21][CH:22]=[CH:23][CH:24]=5)[CH2:15][CH:16]=4)=[CH:9][NH:10][C:5]3=[CH:4][CH:3]=2)=[O:32])=[CH:27][CH:26]=1. Procedure details: Beginning with 0.015 gm (0.047 mMol) 5-amino-3-(1-(2-phenyleth-1-yl)-1,2,3,6-tetrahydropyridin-4-yl)pyrrolo[3,2-b]pyridine and 0.011 mL (0.061 mMol) 4-pyridinecarbonyl chloride, the title compound was prepared essentially by the procedure described in Example 7. Reactants: CC1(OCC(O1)CCCCOC1=CC=C(C=C1)OC)C (4-methoxyphenyl 4-(2,2-dimethyldioxolan-4-yl)butyl ether). Run in C(C)(=O)O (acetic acid). Run at time 4 hour. The product is OC(CCCCOC1=CC=C(C=C1)OC)CO (4-Methoxyphenyl 5,6-dihydroxyhexyl ether). As a reaction SMILES: CC1(C)[O:6][CH:5]([CH2:7][CH2:8][CH2:9][CH2:10][O:11][C:12]2[CH:17]=[CH:16][C:15]([O:18][CH3:19])=[CH:14][CH:13]=2)[CH2:4][O:3]1>C(O)(=O)C>[OH:6][CH:5]([CH2:4][OH:3])[CH2:7][CH2:8][CH2:9][CH2:10][O:11][C:12]1[CH:13]=[CH:14][C:15]([O:18][CH3:19])=[CH:16][CH:17]=1. Procedure details: 2.08 g of 4-methoxyphenyl 4-(2,2-dimethyldioxolan-4-yl)butyl ether from Example 1b were dissolved in 165 ml of 80% acetic acid and stirred at room temperature for 4 h. The acetic acid was separated off in vacuo, and the mixture was then coevaporated with toluene/methanol twice. This resulted in a crystalline product. Starting materials: O=C1CCC1, CC(=O)Oc1c(C)c(C)c(O)c(C(C)=O)c1C, C1CCNCC1, CCOC(C)=O. The product is CC(=O)Oc1c(C)c(C)c2c(c1C)C(=O)CC1(CCC1)O2. RXN SMILES: [C:18]1(=[O:22])[CH2:19][CH2:20][CH2:21]1.[C:1]([CH3:2])(=[O:3])[O:4][c:5]1[c:6]([CH3:17])[c:7]([C:14]([CH3:15])=[O:16])[c:8]([OH:13])[c:9]([CH3:12])[c:10]1[CH3:11].[CH2:23]1[CH2:24][CH2:25][NH:26][CH2:27][CH2:28]1.[CH3:29][CH2:30][O:31][C:32](=[O:33])[CH3:34]>>[C:1]([CH3:2])(=[O:3])[O:4][c:5]1[c:6]([CH3:17])[c:7]2[c:8]([c:9]([CH3:12])[c:10]1[CH3:11])[O:13][C:18]1([CH2:15][C:14]2=[O:16])[CH2:19][CH2:20][CH2:21]1. The reactants are [Na] (sodium), COC=1C=C2C(CC(N(C2=CC1)C)=O)CCNC(C)C1=CC=CC=C1 (3,4-dihydro-6-methoxy-1-methyl-4-[2-[(1-phenylethyl)amino]ethyl]-2(1H)-quinolinone), [Na] (sodium). The solvent is C(CCC)O (n-butanol). Product: COC=1C=CC2=C(C3CCNC(N2C)(C3)C(C)C3=CC=CC=C3)C1 (1,2,3,4,5,6-hexahydro-8-methoxy-1-methyl-2-(1-phenylethyl)-2,6-methano-1,3-benzodiazocine). The yield is 117.3%. As a reaction SMILES: [CH3:1][O:2][C:3]1[CH:4]=[C:5]2[C:10](=[CH:11][CH:12]=1)[N:9]([CH3:13])[C:8](=O)[CH2:7][CH:6]2[CH2:15][CH2:16][NH:17]C(C1C=CC=CC=1)C.[Na]>C(O)CCC>[CH3:1][O:2][C:3]1[CH:12]=[CH:11][C:10]2[N:9]([CH3:13])[C:8]3([CH:6]([C:5]4[CH:10]=[CH:11][CH:12]=[CH:3][CH:4]=4)[CH3:7])[CH2:7][CH:6]([CH2:15][CH2:16][NH:17]3)[C:5]=2[CH:4]=1 |^1:25|. Procedure: To a stirred solution of 3.65 g of 3,4-dihydro-6-methoxy-1-methyl-4-[2-[(1-phenylethyl)amino]ethyl]-2(1H)-quinolinone in 270 ml of refluxing n-butanol was added, incrementally over a period of 1.5 hours, 7.40 g of sodium. The resulting mixture was stirred at reflux until all of the sodium was consumed, and then was cooled, and diluted with water. The aqueous phase was separated and extracted with ethyl acetate. The combined organic phase was washed with water and a saturated aqueous solution of ... Starting materials: C(C1=CC=CC=C1)OC(=O)NC=1C(N(C(=CC1)C1=CC=CC=C1)CC(=O)NC(C(C(F)(F)F)O[Si](C)(C)C(C)(C)C)C(C)C)=O (2-(3-benzyloxycarbonylamino-2-oxo-6-phenyl-1,2-dihydro-1-pyridyl)-N-(2-tert-butyldimethylsilyloxy-3,3,3-trifluoro-1-isopropylpropyl)acetamide), [F-].C(CCC)[N+](CCCC)(CCCC)CCCC (tetrabutylammonium fluoride). Run in C(C)(=O)OCC (ethyl acetate), O1CCCC1 (tetrahydrofuran). Reaction conditions: time 4.5 hour. The product is C(C1=CC=CC=C1)OC(=O)NC=1C(N(C(=CC1)C1=CC=CC=C1)CC(=O)NC(C(C(F)(F)F)O)C(C)C)=O (2-(3-benzyloxycarbonylamino-2-oxo-6-phenyl-1,2-dihydro-1-pyridyl)-N-(3,3,3-trifluoro-2-hydroxy-1-isopropylpropyl)acetamide). The yield is 100.4%. RXN SMILES: [CH2:1]([O:8][C:9]([NH:11][C:12]1[C:13](=[O:45])[N:14]([CH2:24][C:25]([NH:27][CH:28]([CH:42]([CH3:44])[CH3:43])[CH:29]([O:34][Si](C(C)(C)C)(C)C)[C:30]([F:33])([F:32])[F:31])=[O:26])[C:15]([C:18]2[CH:23]=[CH:22][CH:21]=[CH:20][CH:19]=2)=[CH:16][CH:17]=1)=[O:10])[C:2]1[CH:7]=[CH:6][CH:5]=[CH:4][CH:3]=1.[F-].C([N+](CCCC)(CCCC)CCCC)CCC>O1CCCC1.C(OCC)(=O)C>[CH2:1]([O:8][C:9]([NH:11][C:12]1[C:13](=[O:45])[N:14]([CH2:24][C:25]([NH:27][CH:28]([CH:42]([CH3:43])[CH3:44])[CH:29]([OH:34])[C:30]([F:32])([F:31])[F:33])=[O:26])[C:15]([C:18]2[CH:23]=[CH:22][CH:21]=[CH:20][CH:19]=2)=[CH:16][CH:17]=1)=[O:10])[C:2]1[CH:3]=[CH:4][CH:5]=[CH:6][CH:7]=1 |f:1.2|. Reported procedure: A solution 2-(3-benzyloxycarbonylamino-2-oxo-6-phenyl-1,2-dihydro-1-pyridyl)-N-(2-tert-butyldimethylsilyloxy-3,3,3-trifluoro-1-isopropylpropyl)acetamide (0.96 g) in dry tetrahydrofuran (8 mL) was treated with tetrabutylammonium fluoride (1M in tetrahydrofuran; 1.62 mL) and the mixture was stirred for 4.5 h. The reaction mixture was diluted with ethyl acetate (75 mL), washed with water (twice) and brine, dried and evaporated to yield a yellow foam. Purification by flash chromatography, eluting wi... Reactants: ClCCC(=O)O (3-Chloropropionic acid), OC=1C=C(C=CC1)C(F)(F)F (3-hydroxybenzotrifluoride). Run in [OH-].[Na+] (sodium hydroxide), [OH-].[Na+] (sodium hydroxide). The product is FC(C=1C=C(OCCC(=O)O)C=CC1)(F)F (3-(3-trifluoromethylphenoxy)propionic acid). Yield: 16.9%. As a reaction SMILES: Cl[CH2:2][CH2:3][C:4]([OH:6])=[O:5].[OH:7][C:8]1[CH:9]=[C:10]([C:14]([F:17])([F:16])[F:15])[CH:11]=[CH:12][CH:13]=1>[OH-].[Na+]>[F:15][C:14]([F:16])([F:17])[C:10]1[CH:9]=[C:8]([CH:13]=[CH:12][CH:11]=1)[O:7][CH2:2][CH2:3][C:4]([OH:6])=[O:5] |f:2.3|. Reported procedure: 3-Chloropropionic acid (25 g) was added dropwise to a 2 N aqueous sodium hydroxide solution (120 mL) of 3-hydroxybenzotrifluoride (25 g). The reaction mixture was refluxed for one hour while the pH was maintained at 10 or more with a 5 N aqueous sodium hydroxide solution. The reaction mixture was cooled to room temperature and was then washed with diethyl ether. Subsequently, 1 N hydrochloric acid was added thereto so that the solution became acidic. The reaction mixture was extracted with ethyl... Starting materials: [H-].[Na+] (Sodium hydride), CI (methyl iodide), C(C)(C)(C)C=1C=C(N(N1)C1=CC=C(C=C1)C)NC(N(CC1=CC=C(C=C1)OC)CC1=C(C=CC(=C1)F)OC=1C=C2C=NN(C2=CC1)C)=O (3-(5-tert-Butyl-2-p-tolyl-2H-pyrazol-3-yl)-1-[5-fluoro-2-(1-methyl-1H-indazol-5-yloxy)-benzyl]-1-(4-methoxybenzyl)-urea). Run in CN(C)C=O (DMF). Conditions: temperature 0 celsius, time 1 hour. Yields the product C(C)(C)(C)C=1C=C(N(N1)C1=CC=C(C=C1)C)N(C(=O)N(CC1=CC=C(C=C1)OC)CC1=C(C=CC(=C1)F)OC=1C=C2C=NN(C2=CC1)C)C (1-(5-tert-Butyl-2-p-tolyl-2H-pyrazol-3-yl)-3-[5-fluoro-2-(1-methyl-1H-indazol-5-yloxy)-benzyl]-3-(4-methoxybenzyl)-1-methyl-urea). The yield is 87.0%. Reaction SMILES: [C:1]([C:5]1[CH:6]=[C:7]([NH:17][C:18](=[O:48])[N:19]([CH2:29][C:30]2[CH:35]=[C:34]([F:36])[CH:33]=[CH:32][C:31]=2[O:37][C:38]2[CH:39]=[C:40]3[C:44](=[CH:45][CH:46]=2)[N:43]([CH3:47])[N:42]=[CH:41]3)[CH2:20][C:21]2[CH:26]=[CH:25][C:24]([O:27][CH3:28])=[CH:23][CH:22]=2)[N:8]([C:10]2[CH:15]=[CH:14][C:13]([CH3:16])=[CH:12][CH:11]=2)[N:9]=1)([CH3:4])([CH3:3])[CH3:2].[H-].[Na+].[CH3:51]I>CN(C=O)C>[C:1]([C:5]1[CH:6]=[C:7]([N:17]([CH3:51])[C:18]([N:19]([CH2:29][C:30]2[CH:35]=[C:34]([F:36])[CH:33]=[CH:32][C:31]=2[O:37][C:38]2[CH:39]=[C:40]3[C:44](=[CH:45][CH:46]=2)[N:43]([CH3:47])[N:42]=[CH:41]3)[CH2:20][C:21]2[CH:22]=[CH:23][C:24]([O:27][CH3:28])=[CH:25][CH:26]=2)=[O:48])[N:8]([C:10]2[CH:11]=[CH:12][C:13]([CH3:16])=[CH:14][CH:15]=2)[N:9]=1)([CH3:4])([CH3:2])[CH3:3] |f:1.2|. Reported procedure: Intermediate (30t) (150 mg, 0.23 mmol) was dissolved in DMF (2 mL) and cooled to 0° C. Sodium hydride (60% in oil, 14 mg, 0.36 mmol) and methyl iodide (73.8 μL, 168 mg, 1.19 mmol) were added to the solution at 0° C. and the reaction mixture was stirred at 0° C. for 1 hour. The reaction mixture was quenched by addition of 5 mL of water at 0° C., and then extracted three times with 50 mL of Et2O. The combined organic layer was washed with 5 mL of water twice and with brine once, dried over MgSO4, ... Starting materials: [N+](=O)(O)[O-] (Nitric acid), ClC1(C(C1)C1=CC=CC=C1)Cl ((2,2-dichlorocyclopropyl)benzene), O (water), S(O)(O)(=O)=O (sulfuric acid). Run in C(C)(=O)O (acetic acid). Conditions: temperature 4 celsius. Product: ClC1(C(C1)C1=CC=C(C=C1)[N+](=O)[O-])Cl (p-(2,2-dichlorocyclopropyl)nitrobenzene). RXN SMILES: [N+:1]([O-:4])(O)=[O:2].[Cl:5][C:6]1([Cl:15])[CH2:8][CH:7]1[C:9]1[CH:14]=[CH:13][CH:12]=[CH:11][CH:10]=1.O.S(=O)(=O)(O)O>C(O)(=O)C>[Cl:5][C:6]1([Cl:15])[CH2:8][CH:7]1[C:9]1[CH:10]=[CH:11][C:12]([N+:1]([O-:4])=[O:2])=[CH:13][CH:14]=1. Reported procedure: Nitric acid (25 g.) was added during three hours to a mixture of (2,2-dichlorocyclopropyl)benzene (45 g.), water (13 g.), acetic acid (40 g.) and concentrated sulfuric acid (177 g.) with cooling (to 3-5° C.). The resulting mixture was quenched in a mixture of ice (400 g.) and chloroform (200 g.). The layers were separated and the aqueous layer was washed with chloroform (100 g.). The chloroform layers were combined and washed with aqueous sodium carbonate (5%, 300 ml.). The sodium carbonate laye...